From a dataset of the Open Reaction Database (ORD), a public repository of structured organic reaction records. describe an organic reaction: reactants, conditions, products, and yield Reactants: [Si](C)(C)(C(C)(C)C)O[C@H](C(=O)O)COC(C)C ((S)-2-(tert-butyldimethylsilyloxy)-3-isopropoxypropanoic acid), CC=1C=CC(=NC1)N (5-methylpyridin-2-amine). Yields the product [Si](C)(C)(C(C)(C)C)O[C@H](C(=O)NC1=NC=C(C=C1)C)COC(C)C ((S)-2-(tert-butyldimethylsilyloxy)-3-isopropoxy-N-(5-methylpyridin-2-yl)propanamide). Reaction SMILES: [Si:1]([O:8][C@@H:9]([CH2:13][O:14][CH:15]([CH3:17])[CH3:16])[C:10]([OH:12])=O)([C:4]([CH3:7])([CH3:6])[CH3:5])([CH3:3])[CH3:2].[CH3:18][C:19]1[CH:20]=[CH:21][C:22]([NH2:25])=[N:23][CH:24]=1>>[Si:1]([O:8][C@@H:9]([CH2:13][O:14][CH:15]([CH3:17])[CH3:16])[C:10]([NH:25][C:22]1[CH:21]=[CH:20][C:19]([CH3:18])=[CH:24][N:23]=1)=[O:12])([C:4]([CH3:5])([CH3:6])[CH3:7])([CH3:2])[CH3:3]. Reported procedure: C7d was prepared in an analogous fashion to C4d from (S)-2-(tert-butyldimethylsilyloxy)-3-isopropoxypropanoic acid C7c and 5-methylpyridin-2-amine. The reactants are compound, FC1=CC=C(C=C1)C(=CC1CCNCC1)C1=CC=C(C=C1)F (4-[2,2-bis(4-fluorophenyl)ethenyl]piperidine), acid chloride, N1=CC(=CC=C1)CCCC(=O)O (3-pyridine butanoic acid). Solvent: CCCCCC (hexane). The product is FC1=CC=C(C=C1)C(=CC1CCN(CC1)C(CCCC=1C=NC=CC1)=O)C1=CC=C(C=C1)F (4-[2,2-bis[4-fluorophenyl)ethenyl]1-[1-oxo-4-(3-pyridinyl)butyl]piperidine). The yield is 64.8%. RXN SMILES: [F:1][C:2]1[CH:7]=[CH:6][C:5]([C:8]([C:16]2[CH:21]=[CH:20][C:19]([F:22])=[CH:18][CH:17]=2)=[CH:9][CH:10]2[CH2:15][CH2:14][NH:13][CH2:12][CH2:11]2)=[CH:4][CH:3]=1.[N:23]1[CH:28]=[CH:27][CH:26]=[C:25]([CH2:29][CH2:30][CH2:31][C:32](O)=[O:33])[CH:24]=1>CCCCCC>[F:22][C:19]1[CH:18]=[CH:17][C:16]([C:8]([C:5]2[CH:6]=[CH:7][C:2]([F:1])=[CH:3][CH:4]=2)=[CH:9][CH:10]2[CH2:15][CH2:14][N:13]([C:32](=[O:33])[CH2:31][CH2:30][CH2:29][C:25]3[CH:24]=[N:23][CH:28]=[CH:27][CH:26]=3)[CH2:12][CH2:11]2)=[CH:21][CH:20]=1. Procedure details: The title compound was prepared in a manner similar to that employed for the compound of example 10 starting with 9.0 g of 4-[2,2-bis(4-fluorophenyl)ethenyl]piperidine, 0.15 molar hexane solvate and the acid chloride prepared from 6.6 g of 3-pyridine butanoic acid. The toluene extracts were evaporated and the residue was crystallized from ether to give 8.7 g (65%) of pure 4-[2,2-bis[4-fluorophenyl)ethenyl]1-[1-oxo-4-(3-pyridinyl)butyl]piperidine, mp 100°-102° C. Analysis Calculated for C28H28F2N... Reaction SMILES: [Br:1][c:2]1[c:3]([N+:9](=[O:10])[O-:11])[cH:4][c:5]([Cl:8])[cH:6][cH:7]1.[CH3:18][O:19][C:20]([c:21]1[cH:22][c:23]([OH:27])[cH:24][cH:25][cH:26]1)=[O:28].[K+:12].[K+:13].[O-:14][C:15]([O-:16])=[O:17].[O:29]=[CH:30][N:31]([CH3:32])[CH3:33].[OH2:34]>>[c:2]1([O:27][c:23]2[cH:22][c:21]([C:20]([O:19][CH3:18])=[O:28])[cH:26][cH:25][cH:24]2)[c:3]([N+:9](=[O:10])[O-:11])[cH:4][c:5]([Cl:8])[cH:6][cH:7]1. Reactants: O=[N+]([O-])c1cc(Cl)ccc1Br, COC(=O)c1cccc(O)c1, [K+], [K+], O=C([O-])[O-], CN(C)C=O, O. The product is COC(=O)c1cccc(Oc2ccc(Cl)cc2[N+](=O)[O-])c1. Procedure details: In the same manner as in Reference Example 5, starting from 1.01 g of (1S)-1-[(2R)-(2,4-difluorophenyl)-2oxiranyl]ethanol and 1.15 g of 1-[4-(1,1,2,2tetrafluoroethoxy)phenyl]-2(1H,3H)-imidazolone, 0.36 g of 1-[(1R,2S)-2-(2,4-difluorophenyl)-2,3-epoxy-1-methylpropyl]-3-[4-(1,1,2,2-tetrafluoroethoxy)phenyl]-2(1H,3H)-imidazolone was obtained as colorless needles. The product is FC1=C(C=CC(=C1)F)[C@]1([C@@H](C)N2C(N(C=C2)C2=CC=C(C=C2)OC(C(F)F)(F)F)=O)CO1 (1-[(1R,2S)-2-(2,4-difluorophenyl)-2,3-epoxy-1-methylpropyl]-3-[4-(1,1,2,2-tetrafluoroethoxy)phenyl]-2(1H,3H)-imidazolone). Isolated yield 18.9%. Reactants: FC1=C(C=CC(=C1)F)[C@]1(OC1)[C@H](C)O ((1S)-1-[(2R)-(2,4-difluorophenyl)-2oxiranyl]ethanol), FC(C(F)F)(OC1=CC=C(C=C1)N1C(NC=C1)=O)F (1-[4-(1,1,2,2tetrafluoroethoxy)phenyl]-2(1H,3H)-imidazolone). RXN SMILES: [F:1][C:2]1[CH:7]=[C:6]([F:8])[CH:5]=[CH:4][C:3]=1[C@:9]1([C@@H:12](O)[CH3:13])[CH2:11][O:10]1.[F:15][C:16]([F:33])([O:20][C:21]1[CH:26]=[CH:25][C:24]([N:27]2[CH:31]=[CH:30][NH:29][C:28]2=[O:32])=[CH:23][CH:22]=1)[CH:17]([F:19])[F:18]>>[F:1][C:2]1[CH:7]=[C:6]([F:8])[CH:5]=[CH:4][C:3]=1[C@:9]1([O:10][CH2:11]1)[C@H:12]([N:29]1[CH:30]=[CH:31][N:27]([C:24]2[CH:23]=[CH:22][C:21]([O:20][C:16]([F:33])([F:15])[CH:17]([F:19])[F:18])=[CH:26][CH:25]=2)[C:28]1=[O:32])[CH3:13]. Starting materials: ClC1=CC=C(C=C1)S(=O)(=O)NC1CC2=CC=C(C=C2C1)C(=CCCC(=O)O)C=1C=NC=CC1 (5-(2-(4-chlorobenzenesulphonylamino)indan-5-yl)-5-(3-pyridyl)pent-4-enoic acid), C([O-])([O-])=O.[K+].[K+] (potassium carbonate). Solvent: CO (methanol), Cl (hydrogen chloride). Reaction conditions: time 8 hour. Product: ClC1=CC=C(C=C1)S(=O)(=O)NC1CC2=CC=C(C=C2C1)C(=CCCC(=O)OC)C=1C=NC=CC1 (Methyl 5-(2-(4-chlorobenzenesulphonylamino)indan-5-yl)-5-(3-pyridyl)-pent-4-enoat). RXN SMILES: [Cl:1][C:2]1[CH:7]=[CH:6][C:5]([S:8]([NH:11][CH:12]2[CH2:20][C:19]3[C:14](=[CH:15][CH:16]=[C:17]([C:21]([C:28]4[CH:29]=[N:30][CH:31]=[CH:32][CH:33]=4)=[CH:22][CH2:23][CH2:24][C:25]([OH:27])=[O:26])[CH:18]=3)[CH2:13]2)(=[O:10])=[O:9])=[CH:4][CH:3]=1.[C:34](=O)([O-])[O-].[K+].[K+]>CO.Cl>[Cl:1][C:2]1[CH:7]=[CH:6][C:5]([S:8]([NH:11][CH:12]2[CH2:20][C:19]3[C:14](=[CH:15][CH:16]=[C:17]([C:21]([C:28]4[CH:29]=[N:30][CH:31]=[CH:32][CH:33]=4)=[CH:22][CH2:23][CH2:24][C:25]([O:27][CH3:34])=[O:26])[CH:18]=3)[CH2:13]2)(=[O:10])=[O:9])=[CH:4][CH:3]=1 |f:1.2.3|. Procedure details: 3.7 g of 5-(2-(4-chlorobenzenesulphonylamino)indan-5-yl)-5-(3-pyridyl)pent-4-enoic acid are dissolved in 30 ml of methanol into which dry hydrogen chloride is introduced. The solution is stirred overnight and then rotary evaporated. Whilst cooling with ice, the base is liberated with aqueous potassium carbonate solution and then extracted with methylene chloride. The solution is rotary evaporated and the residue is chromatographed over a silica gel column. Reactants: CC1(OC(=CC1=O)C)C (2,2,5-trimethyl-3(2H)-furanone), COC=1C=C(C=O)C=C(C1OC)OC (3,4,5-trimethoxybenzaldehyde), [OH-].[Na+] (sodium hydroxide). Run in C(C)O (ethanol). Run at time 48 hour. The product is CC1(OC(=CC1=O)C=CC1=CC(=C(C(=C1)OC)OC)OC)C (2,2-Dimethyl-5-[2-(3,4,5-trimethoxyphenyl)ethenyl]-3(2H)-furanone). Yield: 82.9%. As a reaction SMILES: [CH3:1][C:2]1([CH3:9])[C:6](=[O:7])[CH:5]=[C:4]([CH3:8])[O:3]1.[CH3:10][O:11][C:12]1[CH:13]=[C:14]([CH:17]=[C:18]([O:22][CH3:23])[C:19]=1[O:20][CH3:21])[CH:15]=O.[OH-].[Na+]>C(O)C>[CH3:1][C:2]1([CH3:9])[C:6](=[O:7])[CH:5]=[C:4]([CH:8]=[CH:15][C:14]2[CH:17]=[C:18]([O:22][CH3:23])[C:19]([O:20][CH3:21])=[C:12]([O:11][CH3:10])[CH:13]=2)[O:3]1 |f:2.3|. Reported procedure: To a mixture of 2,2,5-trimethyl-3(2H)-furanone (2.5 g, 19.8 mM) and 3,4,5-trimethoxybenzaldehyde (4.7 g, 23.8 mM) in ethanol was added 1N aqueous sodium hydroxide (4 mL, 4mM). After the reaction mixture was stirred for 48 hours at room temperature, the solution was concentrated to 50 mL and diluted with water (300 mL). The aqueous layer was extracted with diethyl ether (4×100 mL). The combined ethereal extracts were washed with saturated aqueous sodium chloride (50 mL), dried over magnesium sulf... Reactants: O=C([O-])O, CN(C)CC(=O)N1CCc2ccc(N)cc21, CC#N, O=C1CCC(=O)N1Cl, [Na+]. Product: CN(C)CC(=O)N1CCc2cc(Cl)c(N)cc21. Reaction SMILES: [C:25](=[O:26])([OH:27])[O-:28].[CH3:1][N:2]([CH3:3])[CH2:4][C:5](=[O:6])[N:7]1[CH2:8][CH2:9][c:10]2[cH:11][cH:12][c:13]([NH2:16])[cH:14][c:15]21.[CH3:30][C:31]#[N:32].[Cl:17][N:18]1[C:19](=[O:20])[CH2:21][CH2:22][C:23]1=[O:24].[Na+:29]>>[CH3:1][N:2]([CH3:3])[CH2:4][C:5](=[O:6])[N:7]1[CH2:8][CH2:9][c:10]2[cH:11][c:12]([Cl:17])[c:13]([NH2:16])[cH:14][c:15]21. Reactants: C1(=CC=CC=C1)COC(=O)N[C@@H](CC1=CC=CC=C1)C(=O)O (Nα -[(phenylmethoxy)carbonyl]-L-phenylalanine), CN1CCOCC1 (N-methylmorpholine), C(C(C)C)OC(=O)Cl (isobutylchloroformate). The solvent is O1CCCC1 (tetrahydrofuran). Run at time 1 minute. Product: C1(=CC=CC=C1)COC(=O)N[C@@H](CC1=CC=CC=C1)C(=O)N (Nα -[(Phenylmethoxy)carbonyl]-L-phenylalaninamide). Reaction SMILES: [C:1]1([CH2:7][O:8][C:9]([NH:11][C@H:12]([C:20]([OH:22])=O)[CH2:13][C:14]2[CH:19]=[CH:18][CH:17]=[CH:16][CH:15]=2)=[O:10])[CH:6]=[CH:5][CH:4]=[CH:3][CH:2]=1.C[N:24]1CCOCC1.C(OC(Cl)=O)C(C)C>O1CCCC1>[C:1]1([CH2:7][O:8][C:9]([NH:11][C@H:12]([C:20]([NH2:24])=[O:22])[CH2:13][C:14]2[CH:19]=[CH:18][CH:17]=[CH:16][CH:15]=2)=[O:10])[CH:6]=[CH:5][CH:4]=[CH:3][CH:2]=1. Reported procedure: An 18 g portion of Nα -[(phenylmethoxy)carbonyl]-L-phenylalanine and 6.6 ml of N-methylmorpholine were dissolved in 150 ml of tetrahydrofuran and stirred at 31 10° C. as 8.04 ml of isobutylchloroformate was added. After 1 minute, ammonia gas was bubbled through the mixture until it was saturated. The mixture was stirred an additional 30 minutes and then poured into ice-water. The white solid was collected, giving 16.76 g of the desired compound, mp 164°-165° C. The reactants are NC1=C(C=C(C=C1C)N1N=CN=N1)/C=C/C(=O)OCC (trans-ethyl 3-(2-amino-3-methyl-5-[tetrazol-2-yl]phenyl)prop-2-enoate), C([O-])([O-])=O.[Na+].[Na+] (sodium carbonate). Solvent: Cl (Hydrochloric acid). The product is CC=1C=C(C=C2C=CC(NC12)=O)N1N=CN=N1 (8-methyl-6-(tetrazol-2-yl)-2-(1H)-quinolone). RXN SMILES: [NH2:1][C:2]1[C:7]([CH3:8])=[CH:6][C:5]([N:9]2[N:13]=[N:12][CH:11]=[N:10]2)=[CH:4][C:3]=1/[CH:14]=[CH:15]/[C:16]([O:18]CC)=O.C(=O)([O-])[O-].[Na+].[Na+]>Cl>[CH3:8][C:7]1[CH:6]=[C:5]([N:9]2[N:13]=[N:12][CH:11]=[N:10]2)[CH:4]=[C:3]2[C:2]=1[NH:1][C:16](=[O:18])[CH:15]=[CH:14]2 |f:1.2.3|. Procedure details: 5M Hydrochloric acid (20 cm3) was added to trans-ethyl 3-(2-amino-3-methyl-5-[tetrazol-2-yl]phenyl)prop-2-enoate (0.45 g) and the mixture was heated on a steam bath for 1 hour. The mixture was then cooled, brought to pH 7 with aqueous sodium carbonate solution, and extracted with dichloromethane:methanol, 20:1 (3×50 cm3). The combined organic extracts were dried (MgSO4), filtered and evaporated to dryness. The residue was chromatographed on silica (Merck "MK 60.9385" [Trade Mark]) eluting with e...